Dataset: the Open Reaction Database (ORD), a public repository of structured organic reaction records. Task: describe an organic reaction: reactants, conditions, products, and yield Conditions: time 2 hour. Isolated yield 85.4%. Yields the product N[C@@H](C(=O)N1CC(C1)(CCCCC)C1CCCCC1)CC1=CC=C(C=C1)OC ((R)-2-amino-1-(3-cyclohexyl-3-pentylazetidin-1-yl)-3-(4-methoxyphenyl)propan-1-one). Procedure: 2.5 ml of trifluoroacetic acid are added, at 0° C., to 0.48 g (0.99 mmol) of tert-butyl[(R)-2-(3-cyclohexyl-3-pentylazetidin-1-yl)-1-(4-methoxybenzyl)-2-oxoethyl]carbamate dissolved in 10 ml of dichloromethane. After 2 hours, the solvents are evaporated off. The residue is taken up in dichloromethane and washed with 1N sodium hydroxide. The organic phases are combined, dried over MgSO4, filtered and concentrated. 327 mg of (R)-2-amino-1-(3-cyclohexyl-3-pentylazetidin-1-yl)-3-(4-methoxyphenyl)pro... As a reaction SMILES: FC(F)(F)C(O)=O.C(OC(=O)[NH:14][C@H:15]([CH2:33][C:34]1[CH:39]=[CH:38][C:37]([O:40][CH3:41])=[CH:36][CH:35]=1)[C:16]([N:18]1[CH2:21][C:20]([CH:27]2[CH2:32][CH2:31][CH2:30][CH2:29][CH2:28]2)([CH2:22][CH2:23][CH2:24][CH2:25][CH3:26])[CH2:19]1)=[O:17])(C)(C)C>ClCCl>[NH2:14][C@H:15]([CH2:33][C:34]1[CH:35]=[CH:36][C:37]([O:40][CH3:41])=[CH:38][CH:39]=1)[C:16]([N:18]1[CH2:21][C:20]([CH:27]2[CH2:32][CH2:31][CH2:30][CH2:29][CH2:28]2)([CH2:22][CH2:23][CH2:24][CH2:25][CH3:26])[CH2:19]1)=[O:17]. The solvent is ClCCl (dichloromethane). Reactants: FC(C(=O)O)(F)F (trifluoroacetic acid), C(C)(C)(C)OC(N[C@@H](C(=O)N1CC(C1)(CCCCC)C1CCCCC1)CC1=CC=C(C=C1)OC)=O (tert-butyl[(R)-2-(3-cyclohexyl-3-pentylazetidin-1-yl)-1-(4-methoxybenzyl)-2-oxoethyl]carbamate). Reactants: O.NN (hydrazine hydrate), CN1C(NC2=CC=CC=C2C1)=S (3-methyl-1,2,3,4-tetrahydroquinazolin-2-thione), CI (methyl iodide), precipitate. The solvent is CCOCC (ether), O (water), C(C)O (ethanol), C(C)O (ethanol). Yields the product N(N)C1=NC2=CC=CC=C2C=N1 (2-hydrazinoquinazoline). RXN SMILES: C[N:2]1[CH2:11][C:10]2[C:5](=[CH:6][CH:7]=[CH:8][CH:9]=2)[NH:4][C:3]1=S.CI.O.[NH2:16][NH2:17]>CCOCC.C(O)C.O>[NH:16]([C:3]1[N:2]=[CH:11][C:10]2[C:5](=[CH:6][CH:7]=[CH:8][CH:9]=2)[N:4]=1)[NH2:17] |f:2.3|. Procedure: A mixture of 3-methyl-1,2,3,4-tetrahydroquinazolin-2-thione (5.87 g., prepared as described in J. Pharm. Sci., 1961, 50, 866), methyl iodide (6 ml) and ethanol (230 ml) was refluxed for 1 hour, cooled and diluted with ether. The precipitate (8.27g) was suspended in ethanol (42 ml), treated with hydrazine hydrate (42 ml) and the mixture refluxed for 1 hour, cooled, diluted with water and extracted with chloroform. The extracts were washed, dried and evaporated to give the 2-hydrazinoquinazoline (... Reactants: C=CCn1cnc(CC(N)C(=O)O)c1, CCOC(C)=O, O=C(Cl)OCc1ccccc1, Cl, [Na+], [OH-]. Yields the product C=CCn1cnc(CC(NC(=O)OCc2ccccc2)C(=O)O)c1. As a reaction SMILES: [CH2:12]([CH:13]=[CH2:14])[n:15]1[cH:16][n:17][c:18]([CH2:20][CH:21]([C:22](=[O:23])[OH:24])[NH2:25])[cH:19]1.[CH3:26][CH2:27][O:28][C:29](=[O:30])[CH3:31].[Cl:1][C:2](=[O:3])[O:4][CH2:5][c:6]1[cH:7][cH:8][cH:9][cH:10][cH:11]1.[ClH:32].[Na+:34].[OH-:33]>>[C:2](=[O:3])([O:4][CH2:5][c:6]1[cH:7][cH:8][cH:9][cH:10][cH:11]1)[NH:25][CH:21]([CH2:20][c:18]1[n:17][cH:16][n:15]([CH2:12][CH:13]=[CH2:14])[cH:19]1)[C:22](=[O:23])[OH:24].